Task: describe an organic reaction: reactants, conditions, products, and yield. Dataset: the Open Reaction Database (ORD), a public repository of structured organic reaction records The reactants are O=C1C(CNC2=C(N1)C=C(C=C2)C)NC(=O)OC(C)(C)C (2-Oxo-3-tert-butoxycarbonylamino-8-methyl-1,3,4,5-tetrahydro-2H-1,5-benzodiazepine), O (Water), C(C)(=O)Cl (acetyl chloride), N1=CC=CC=C1 (pyridine). Run in ClCCCl (1,2-dichloroethane). Yields the product O=C1C(CN(C2=C(N1)C=C(C=C2)C)C(C)=O)NC(=O)OC(C)(C)C (2-oxo-3-tert-butoxycarbonylamino-5-acetyl-8-methyl-1,3,4,5-tetrahydro-2H-1,5-benzodiazepine). Reaction SMILES: [O:1]=[C:2]1[NH:8][C:7]2[CH:9]=[C:10]([CH3:13])[CH:11]=[CH:12][C:6]=2[NH:5][CH2:4][CH:3]1[NH:14][C:15]([O:17][C:18]([CH3:21])([CH3:20])[CH3:19])=[O:16].[C:22](Cl)(=[O:24])[CH3:23].N1C=CC=CC=1.O>ClCCCl>[O:1]=[C:2]1[NH:8][C:7]2[CH:9]=[C:10]([CH3:13])[CH:11]=[CH:12][C:6]=2[N:5]([C:22](=[O:24])[CH3:23])[CH2:4][CH:3]1[NH:14][C:15]([O:17][C:18]([CH3:21])([CH3:20])[CH3:19])=[O:16]. Reported procedure: 2-Oxo-3-tert-butoxycarbonylamino-8-methyl-1,3,4,5-tetrahydro-2H-1,5-benzodiazepine (2.00 g) obtained from Referential Example 7 was suspended in 1,2-dichloroethane (40 ml), acetyl chloride (0.56 ml) and pyridine (0.64 ml) were added thereto, the mixture was refluxed for 2 hours. Water (100 ml) was added, extracted with ethyl acetate. The organic layer was washed with saturated aqueous sodium bicarbonate, dried over anhydrous sodium sulfate, the solvent was evaporated under reduced pressure, and ...